From a dataset of the Open Reaction Database (ORD), a public repository of structured organic reaction records. describe an organic reaction: reactants, conditions, products, and yield The reactants are CC1(C)C2CCC1(CS(=O)(=O)O)C(=O)C2, Cc1ccccc1, CCO, O=C(Cc1ccc(F)cc1)N=C=S, CN(C)CC1CCN(C(=O)Nc2cc(Oc3ccc(N)cc3)ccn2)CC1. The product is CN(C)CC1CCN(C(=O)Nc2cc(Oc3ccc(NC(=S)NC(=O)Cc4ccc(F)cc4)cc3)ccn2)CC1. Reaction SMILES: [C:41]12([CH2:42][S:43]([OH:44])(=[O:45])=[O:46])[C:47]([CH3:48])([CH3:49])[CH:50]([CH2:51][CH2:52]1)[CH2:53][C:54]2=[O:55].[CH3:56][c:57]1[cH:58][cH:59][cH:60][cH:61][cH:62]1.[CH3:63][CH2:64][OH:65].[F:1][c:2]1[cH:3][cH:4][c:5]([CH2:8][C:9](=[O:10])[N:11]=[C:12]=[S:13])[cH:6][cH:7]1.[NH2:14][c:15]1[cH:16][cH:17][c:18]([O:19][c:20]2[cH:21][c:22]([NH:26][C:27](=[O:28])[N:29]3[CH2:30][CH2:31][CH:32]([CH2:35][N:36]([CH3:37])[CH3:38])[CH2:33][CH2:34]3)[n:23][cH:24][cH:25]2)[cH:39][cH:40]1>>[F:1][c:2]1[cH:3][cH:4][c:5]([CH2:8][C:9](=[O:10])[NH:11][C:12](=[S:13])[NH:14][c:15]2[cH:16][cH:17][c:18]([O:19][c:20]3[cH:21][c:22]([NH:26][C:27](=[O:28])[N:29]4[CH2:30][CH2:31][CH:32]([CH2:35][N:36]([CH3:37])[CH3:38])[CH2:33][CH2:34]4)[n:23][cH:24][cH:25]3)[cH:39][cH:40]2)[cH:6][cH:7]1.